The task is: describe an organic reaction: reactants, conditions, products, and yield. This data is from the Open Reaction Database (ORD), a public repository of structured organic reaction records. Starting materials: ClC1=C(C(=CC(=C1)CNC(=NC(CC1=CNC2=CC=C(C=C12)OC)=O)N)Cl)NC(C)=O (N-(2,6-Dichloro-4-{N′-[2-(5-methoxy-1H-indol-3-yl)-acetyl]-guanidinomethyl}-phenyl)-acetamide), ClC=1C=C(CN)C=C(C1N)Cl (3,5-dichloro-4-aminobenzylamine), ( B ), CN1C=C(C2=CC=CC=C12)CC(=O)O (2-(1-methyl-1H-indol-3-yl)acetic acid), ( A ), 404.07. Yields the product NC1=C(C=C(CNC(=NC(CC2=CN(C3=CC=CC=C23)C)=O)N)C=C1Cl)Cl (N-((4-amino-3,5-dichlorobenzylamino)(amino)methylene)-2-(1-methyl-1H-indol-3-yl)acetamide). As a reaction SMILES: [Cl:1][C:2]1[CH:7]=[C:6]([CH2:8][NH:9][C:10]([NH2:26])=[N:11][C:12](=[O:25])[CH2:13][C:14]2[C:22]3[C:17](=[CH:18][CH:19]=[C:20](OC)[CH:21]=3)[NH:16][CH:15]=2)[CH:5]=[C:4]([Cl:27])[C:3]=1[NH:28]C(=O)C.[CH3:32]N1C2C(=CC=CC=2)C(CC(O)=O)=C1.ClC1C=C(C=C(Cl)C=1N)CN>>[NH2:28][C:3]1[C:2]([Cl:1])=[CH:7][C:6]([CH2:8][NH:9][C:10]([NH2:26])=[N:11][C:12](=[O:25])[CH2:13][C:14]2[C:22]3[C:17](=[CH:18][CH:19]=[CH:20][CH:21]=3)[N:16]([CH3:32])[CH:15]=2)=[CH:5][C:4]=1[Cl:27]. Procedure details: In a manner similar to that used in the preparation of the compound of example 2, but using 2-(1-methyl-1H-indol-3-yl)acetic acid in step 5 (A) and 3,5-dichloro-4-aminobenzylamine (preparation A) in step 5 (B), the title compound was prepared. MS (ESI) (M+H)+=404.07 1H-NMR(500 MHz, CD3OD) δ 7.54 (d, J=7.93 Hz, 1 H), 7.40 (d, J=8.24 Hz, 1 H), 7.15-7.32 (m, 4 H), 7.04-7.15 (m, 1 H), 4.33 (s, 2 H), 3.95 (s, 2 H), 3.80 (s, 3 H).